From a dataset of the Open Reaction Database (ORD), a public repository of structured organic reaction records. describe an organic reaction: reactants, conditions, products, and yield The reactants are C(C)(=O)OC=1C=C(C(=O)O)C=C(C1OC)N (3-Acetoxy-5-amino-4-methoxy-benzoic acid), F[B-](F)(F)F.[H+] (tetrafluoroboric acid), N(=O)[O-].[Na+] (sodium nitrite). Conditions: time 60 minute. Yields the product FC=1C=C(C(=O)O)C=C(C1OC)O (3-Fluoro-5-hydroxy-4-methoxy-benzoic acid). As a reaction SMILES: C([O:4][C:5]1[CH:6]=[C:7]([CH:11]=[C:12](N)[C:13]=1[O:14][CH3:15])[C:8]([OH:10])=[O:9])(=O)C.N([O-])=O.[Na+].[F:21][B-](F)(F)F.[H+]>>[F:21][C:12]1[CH:11]=[C:7]([CH:6]=[C:5]([OH:4])[C:13]=1[O:14][CH3:15])[C:8]([OH:10])=[O:9] |f:1.2,3.4|. Procedure: The compound of step 1 (2.0 g, 8.88 mmol) was dissolved in aqueous tetrafluoroboric acid (48%, 4.5 ml), sodium nitrite (612 mg, 8.88 mmol) was added at 0° C., and the mixture was stirred at room temperature for 60 min. The volatiles were evaporated, toluene was added to the oily residue and the mixture was heated at 100° C. for 4 h. The mixture was partitioned between EA and 2 N hydrochloric acid, the aqueous phase extracted with EA, and the combined organic extracts were dried over sodium chlor... Reactants: BrCCN1N=NC(=C1)COC1=NN2C(C3=CC=CC=C13)=NN=C2C2=NOC(=C2)C (6-[1-(2-bromoethyl)-1H-[1,2,3]triazol-4-ylmethoxy]-3-(5-methylisoxazol-3-yl)-[1,2,4]triazolo[3,4-α]phthalazine), CN (methylamine). Run in C(C)O (ethanol). Product: CNCCN1N=NC(=C1)COC1=NN2C(C3=CC=CC=C13)=NN=C2C2=NOC(=C2)C (methyl-(2-{4-[3-(5-methylisoxazol-3-yl)-[1,2,4]triazolo[3,4-α]phthalazin-6-yloxymethyl]-[1,2,3]triazol-1-yl}ethyl)amine), solid. Reaction SMILES: Br[CH2:2][CH2:3][N:4]1[CH:8]=[C:7]([CH2:9][O:10][C:11]2[C:20]3[C:15](=[CH:16][CH:17]=[CH:18][CH:19]=3)[C:14]3=[N:21][N:22]=[C:23]([C:24]4[CH:28]=[C:27]([CH3:29])[O:26][N:25]=4)[N:13]3[N:12]=2)[N:6]=[N:5]1.[CH3:30][NH2:31]>C(O)C>[CH3:30][NH:31][CH2:2][CH2:3][N:4]1[CH:8]=[C:7]([CH2:9][O:10][C:11]2[C:20]3[C:15](=[CH:16][CH:17]=[CH:18][CH:19]=3)[C:14]3=[N:21][N:22]=[C:23]([C:24]4[CH:28]=[C:27]([CH3:29])[O:26][N:25]=4)[N:13]3[N:12]=2)[N:6]=[N:5]1. Procedure: A solution of 6-[1-(2-bromoethyl)-1H-[1,2,3]triazol-4-ylmethoxy]-3-(5-methylisoxazol-3-yl)-[1,2,4]triazolo[3,4-α]phthalazine (90 mg, 0.20 mmol), ethanol (2 ml) and methylamine (2.0 M in THF, 7.5 ml, 15 mmol) were heated at 90° C. for 4 h in a sealed tube. The reaction solvent was removed in vacuo, water added and extracted into dichloromethane. These extracts were washed with water and saturated brine then dried over magnesium sulphate, filtered and concentrated in vacuo. The resultant solid was...